Task: describe an organic reaction: reactants, conditions, products, and yield. Dataset: the Open Reaction Database (ORD), a public repository of structured organic reaction records Reactants: CC(C)(C)CCN, Cc1ccccc1, O=Cc1cccc(F)c1NCCN1CCCCC1. The product is CC(C)(C)CCN=Cc1cccc(F)c1NCCN1CCCCC1. RXN SMILES: [CH3:19][C:20]([CH2:21][CH2:22][NH2:23])([CH3:24])[CH3:25].[CH3:26][c:27]1[cH:28][cH:29][cH:30][cH:31][cH:32]1.[N:1]1([CH2:7][CH2:8][NH:9][c:10]2[c:11]([CH:12]=[O:13])[cH:14][cH:15][cH:16][c:17]2[F:18])[CH2:2][CH2:3][CH2:4][CH2:5][CH2:6]1>>[N:1]1([CH2:7][CH2:8][NH:9][c:10]2[c:11]([CH:12]=[N:23][CH2:22][CH2:21][C:20]([CH3:19])([CH3:24])[CH3:25])[cH:14][cH:15][cH:16][c:17]2[F:18])[CH2:2][CH2:3][CH2:4][CH2:5][CH2:6]1. Reaction SMILES: [CH:1](=[N:8][N:9]1[CH2:13][CH2:12][NH:11][C:10]1=[S:14])[C:2]1[CH:7]=[CH:6][CH:5]=[CH:4][CH:3]=1.[CH3:15][I:16]>CO>[CH:1](=[N:8][N:9]1[CH2:13][CH2:12][N:11]=[C:10]1[S:14][CH3:15])[C:2]1[CH:3]=[CH:4][CH:5]=[CH:6][CH:7]=1.[IH:16]. The solvent is CO (methanol). The reactants are C(C1=CC=CC=C1)=NN1C(NCC1)=S (1-benzylideneamino-imidazolidine-2-thion), CI (methyliodide). The product is C(C1=CC=CC=C1)=NN1C(=NCC1)SC (1-Benzylideneamino-2-methylthio-4,5-dihydro-1H-imidazole), I (hydroiodide). Procedure: 5 g of 1-benzylideneamino-imidazolidine-2-thion are suspended in 40 ml of methanol and treated with 1.7 ml of methyliodide. The mixture obtained is refluxed for ca. one hour and the solvent is evaporated off. 1-Benzylideneamino-2-methylthio-4,5-dihydro-1H-imidazole in the form of a hydroiodide is obtained in solid form, to which 120 ml of water and 70 ml of an anion exchange resin in chloride form (Amberlite IRA-400 (Cl)R) are added. The mixture is stirred for ca. 2 hours at room temperature, fi...